From a dataset of the Open Reaction Database (ORD), a public repository of structured organic reaction records. describe an organic reaction: reactants, conditions, products, and yield The reactants are IC=1C=C(C=CC1)C=1N=C2C(=NC1)N(C=C2C(C(C)(C)C)=O)COCC[Si](C)(C)C (1-[2-(3-iodo-phenyl)-5-(2-trimethylsilanyl-ethoxymethyl)-5H-pyrrolo[2,3-b]pyrazin-7-yl]-2,2-dimethyl-propan-1-one), C(C)(C)(C)OC(=O)N1C(CNCC1)C (2-methyl-piperazine-1-carboxylic acid tert-butyl ester). Product: CC(C(=O)C1=CNC2=NC=C(N=C21)C2=CC(=CC=C2)N2CC(NCC2)C)(C)C (2,2-Dimethyl-1-{2-[3-(3-methyl-piperazin-1-yl)-phenyl]-5H-pyrrolo[2,3-b]pyrazin-7-yl}-propan-1-one). As a reaction SMILES: I[C:2]1[CH:3]=[C:4]([C:8]2[N:9]=[C:10]3[C:16]([C:17](=[O:22])[C:18]([CH3:21])([CH3:20])[CH3:19])=[CH:15][N:14](COCC[Si](C)(C)C)[C:11]3=[N:12][CH:13]=2)[CH:5]=[CH:6][CH:7]=1.C(OC([N:38]1[CH2:43][CH2:42][NH:41][CH2:40][CH:39]1[CH3:44])=O)(C)(C)C>>[CH3:20][C:18]([CH3:21])([CH3:19])[C:17]([C:16]1[C:10]2[C:11](=[N:12][CH:13]=[C:8]([C:4]3[CH:5]=[CH:6][CH:7]=[C:2]([N:41]4[CH2:42][CH2:43][NH:38][CH:39]([CH3:44])[CH2:40]4)[CH:3]=3)[N:9]=2)[NH:14][CH:15]=1)=[O:22]. Procedure details: 2,2-Dimethyl-1-{2-[3-(3-methyl-piperazin-1-yl)-phenyl]-5H-pyrrolo[2,3-b]pyrazin-7-yl}-propan-1-one was prepared starting from 1-[2-(3-iodo-phenyl)-5-(2-trimethylsilanyl-ethoxymethyl)-5H-pyrrolo[2,3-b]pyrazin-7-yl]-2,2-dimethyl-propan-1-one and 2-methyl-piperazine-1-carboxylic acid tert-butyl ester following general procedures as described in these Examples. M+H=378.